Dataset: the Open Reaction Database (ORD), a public repository of structured organic reaction records. Task: describe an organic reaction: reactants, conditions, products, and yield RXN SMILES: [CH3:12][c:13]1[cH:14][cH:15][c:16]([S:17]([O:18][CH2:23][CH:24]2[O:25][CH2:26]2)(=[O:19])=[O:20])[cH:21][cH:22]1.[CH3:27][N:28]([CH3:29])[CH:30]=[O:31].[F:1][c:2]1[cH:3][c:4]([OH:9])[cH:5][cH:6][c:7]1[F:8].[H-:10].[Na+:11]>>[F:1][c:2]1[cH:3][c:4]([O:9][CH2:23][CH:24]2[O:25][CH2:26]2)[cH:5][cH:6][c:7]1[F:8]. Yields the product Fc1ccc(OCC2CO2)cc1F. Reactants: Cc1ccc(S(=O)(=O)OCC2CO2)cc1, CN(C)C=O, Oc1ccc(F)c(F)c1, [H-], [Na+].